This data is from the Open Reaction Database (ORD), a public repository of structured organic reaction records. The task is: describe an organic reaction: reactants, conditions, products, and yield The reactants are C1CCOC1, COC(=O)C(C)(C)c1cccc(OC)c1, CO, [Li+], [OH-]. Yields the product COc1cccc(C(C)(C)C(=O)O)c1. As a reaction SMILES: [CH2:16]1[O:17][CH2:18][CH2:19][CH2:20]1.[CH3:1][O:2][c:3]1[cH:4][c:5]([C:9]([C:10](=[O:11])[O:12][CH3:13])([CH3:14])[CH3:15])[cH:6][cH:7][cH:8]1.[CH3:21][OH:22].[Li+:24].[OH-:23]>>[CH3:1][O:2][c:3]1[cH:4][c:5]([C:9]([C:10](=[O:11])[OH:12])([CH3:14])[CH3:15])[cH:6][cH:7][cH:8]1. RXN SMILES: [C:46](=[O:47])([OH:48])[O-:49].[CH2:42]([Cl:43])[CH2:44][Cl:45].[Na+:50].[O:1]1[CH2:2][CH2:3][N:4]([c:7]2[cH:8][c:9]3[c:10]([nH:11][c:12](-[c:14]4[n:15][n:16]([CH:24]5[O:25][CH2:26][CH2:27][CH2:28][CH2:29]5)[c:17]5[cH:18][cH:19][c:20]([NH2:23])[cH:21][c:22]45)[n:13]3)[cH:30][cH:31]2)[CH2:5][CH2:6]1.[O:57]=[CH:58][N:59]([CH3:60])[CH3:61].[OH:51][C:52](=[O:53])[CH:54]1[CH2:55][CH2:56]1.[n:32]1([OH:33])[c:34]2[cH:35][cH:36][cH:37][cH:38][c:39]2[n:40][n:41]1>>[O:1]1[CH2:2][CH2:3][N:4]([c:7]2[cH:8][c:9]3[c:10]([nH:11][c:12](-[c:14]4[n:15][n:16]([CH:24]5[O:25][CH2:26][CH2:27][CH2:28][CH2:29]5)[c:17]5[cH:18][cH:19][c:20]([NH:23][C:52](=[O:51])[CH:54]6[CH2:55][CH2:56]6)[cH:21][c:22]45)[n:13]3)[cH:30][cH:31]2)[CH2:5][CH2:6]1. The product is O=C(Nc1ccc2c(c1)c(-c1nc3cc(N4CCOCC4)ccc3[nH]1)nn2C1CCCCO1)C1CC1. Reactants: O=C([O-])O, ClCCCl, [Na+], Nc1ccc2c(c1)c(-c1nc3cc(N4CCOCC4)ccc3[nH]1)nn2C1CCCCO1, CN(C)C=O, O=C(O)C1CC1, On1nnc2ccccc21. The reactants are Cc1nc(N2CCC(CC(=O)O)CC2)c2sc(C)c(-c3c(C)cc(Br)cc3C)c2n1, CCOC(C)=O, CCI, [K+], [K+], O=C([O-])[O-], CN(C)C=O, O. Yields the product CCOC(=O)CC1CCN(c2nc(C)nc3c(-c4c(C)cc(Br)cc4C)c(C)sc23)CC1. As a reaction SMILES: [Br:1][c:2]1[cH:3][c:4]([CH3:30])[c:5](-[c:9]2[c:10]([CH3:29])[s:11][c:12]3[c:13]2[n:14][c:15]([CH3:28])[n:16][c:17]3[N:18]2[CH2:19][CH2:20][CH:21]([CH2:24][C:25](=[O:26])[OH:27])[CH2:22][CH2:23]2)[c:6]([CH3:8])[cH:7]1.[CH3:46][CH2:47][O:48][C:49]([CH3:50])=[O:51].[I:31][CH2:32][CH3:33].[K+:34].[K+:35].[O-:36][C:37]([O-:38])=[O:39].[O:41]=[CH:42][N:43]([CH3:44])[CH3:45].[OH2:40]>>[Br:1][c:2]1[cH:3][c:4]([CH3:30])[c:5](-[c:9]2[c:10]([CH3:29])[s:11][c:12]3[c:13]2[n:14][c:15]([CH3:28])[n:16][c:17]3[N:18]2[CH2:19][CH2:20][CH:21]([CH2:24][C:25]([O:26][CH2:32][CH3:33])=[O:27])[CH2:22][CH2:23]2)[c:6]([CH3:8])[cH:7]1. Reactants: N#Cc1ccc(-c2ccc(C(=O)O)cc2)s1, CCN(C(C)C)C(C)C, ClCCl, C1CNC(CN2CCCC2)C1, CN(C)C=O, On1nnc2ccccc21. Product: N#Cc1ccc(-c2ccc(C(=O)N3CCCC3CN3CCCC3)cc2)s1. Reaction SMILES: [C:1](#[N:2])[c:3]1[cH:4][cH:5][c:6](-[c:8]2[cH:9][cH:10][c:11]([C:12](=[O:13])[OH:14])[cH:15][cH:16]2)[s:7]1.[CH:27]([N:28]([CH2:29][CH3:30])[CH:31]([CH3:32])[CH3:33])([CH3:34])[CH3:35].[Cl:52][CH2:53][Cl:54].[NH:36]1[CH:37]([CH2:41][N:42]2[CH2:43][CH2:44][CH2:45][CH2:46]2)[CH2:38][CH2:39][CH2:40]1.[O:47]=[CH:48][N:49]([CH3:50])[CH3:51].[OH:17][n:18]1[c:19]2[c:20]([cH:21][cH:22][cH:23][cH:24]2)[n:25][n:26]1>>[C:1](#[N:2])[c:3]1[cH:4][cH:5][c:6](-[c:8]2[cH:9][cH:10][c:11]([C:12](=[O:14])[N:36]3[CH:37]([CH2:41][N:42]4[CH2:43][CH2:44][CH2:45][CH2:46]4)[CH2:38][CH2:39][CH2:40]3)[cH:15][cH:16]2)[s:7]1. The reactants are C(CCC#C)O (4-pentyn-1-ol), ClC1=C(C=CC=C1Cl)I (2,3-dichloro-iodobenzene), ClC1=C(C=CC=C1Cl)C#CCCC=O (5-(2',3'-dichlorophenyl)-4-pentyn-1-al). Yields the product ClC1=C(C=CC=C1Cl)C#CCCCO (5-(2',3'-dichlorophenyl)-4-pentyn-1-ol). As a reaction SMILES: C(O)CCC#C.ClC1C(Cl)=CC=CC=1I.[Cl:16][C:17]1[C:22]([Cl:23])=[CH:21][CH:20]=[CH:19][C:18]=1[C:24]#[C:25][CH2:26][CH2:27][CH:28]=[O:29]>>[Cl:16][C:17]1[C:22]([Cl:23])=[CH:21][CH:20]=[CH:19][C:18]=1[C:24]#[C:25][CH2:26][CH2:27][CH2:28][OH:29]. Procedure: 5-(2',3'-dichlorophenyl)-4-pentyn-1-ol was prepared from 4-pentyn-1-ol and 2,3-dichloro-iodobenzene using the same method as in Example 15 and converted into 5-(2',3'-dichlorophenyl)-4-pentyn-1-al as in Example 9. Reactants: CCCSc1c(C(=O)O)cnn1-c1ccc(C(=O)OC)cc1, CCN=C=NCCCN(C)C, CCOC(C)=O, NC1C2CC3CC(C2)CC1C3, CCN(C(C)C)C(C)C, Cl, CN(C)C=O, On1nnc2ccccc21. Product: CCCSc1c(C(=O)NC2C3CC4CC(C3)CC2C4)cnn1-c1ccc(C(=O)OC)cc1. RXN SMILES: [CH3:1][O:2][C:3](=[O:4])[c:5]1[cH:6][cH:7][c:8](-[n:11]2[n:12][cH:13][c:14]([C:20](=[O:21])[OH:22])[c:15]2[S:16][CH2:17][CH2:18][CH3:19])[cH:9][cH:10]1.[CH3:54][CH2:55][N:56]=[C:57]=[N:58][CH2:59][CH2:60][CH2:61][N:62]([CH3:63])[CH3:64].[CH3:70][CH2:71][O:72][C:73](=[O:74])[CH3:75].[CH:24]12[CH:25]([NH2:34])[CH:26]3[CH2:27][CH:28]([CH2:29][CH:30]([CH2:31]1)[CH2:32]3)[CH2:33]2.[CH:45]([N:46]([CH2:47][CH3:48])[CH:49]([CH3:50])[CH3:51])([CH3:52])[CH3:53].[ClH:23].[O:65]=[CH:66][N:67]([CH3:68])[CH3:69].[OH:35][n:36]1[c:37]2[c:38]([cH:39][cH:40][cH:41][cH:42]2)[n:43][n:44]1>>[CH3:1][O:2][C:3](=[O:4])[c:5]1[cH:6][cH:7][c:8](-[n:11]2[n:12][cH:13][c:14]([C:20](=[O:22])[NH:34][CH:25]3[CH:24]4[CH2:31][CH:30]5[CH2:29][CH:28]([CH2:27][CH:26]3[CH2:32]5)[CH2:33]4)[c:15]2[S:16][CH2:17][CH2:18][CH3:19])[cH:9][cH:10]1. Starting materials: CC(C(=O)OC(C)(C)C)c1ccc(NCc2ccccc2C(=O)O)c(Br)c1, ClCCl, CCN=C=NCCCN(C)C, CN(C)c1ccncc1, Cl. The product is CC(C(=O)OC(C)(C)C)c1ccc(N2Cc3ccccc3C2=O)c(Br)c1. Reaction SMILES: [Br:1][c:2]1[c:3]([NH:17][CH2:18][c:19]2[c:20]([C:21](=[O:22])[OH:23])[cH:24][cH:25][cH:26][cH:27]2)[cH:4][cH:5][c:6]([CH:8]([C:9](=[O:10])[O:11][C:12]([CH3:13])([CH3:14])[CH3:15])[CH3:16])[cH:7]1.[CH2:49]([Cl:50])[Cl:51].[CH3:29][N:30]([CH3:31])[CH2:32][CH2:33][CH2:34][N:35]=[C:36]=[N:37][CH2:38][CH3:39].[CH3:40][N:41]([CH3:42])[c:43]1[cH:44][cH:45][n:46][cH:47][cH:48]1.[ClH:28]>>[Br:1][c:2]1[c:3]([N:17]2[CH2:18][c:19]3[c:20]([cH:24][cH:25][cH:26][cH:27]3)[C:21]2=[O:23])[cH:4][cH:5][c:6]([CH:8]([C:9](=[O:10])[O:11][C:12]([CH3:13])([CH3:14])[CH3:15])[CH3:16])[cH:7]1. The reactants are S(N)(=O)(=O)C1=CC2=C(CNCC2)S1 (2-sulfamoyl-4,5,6,7-tetrahydrothieno[2,3-c]pyridine). Reagents/catalysts: [O-2].[O-2].[Mn+4] (manganese dioxide), [O-2].[O-2].[Mn+4] (manganese dioxide). Run in C(C)(=O)OCC (ethyl acetate). Reaction conditions: temperature 80 celsius. The product is S(N)(=O)(=O)C1=CC2=C(C=NCC2)S1 (2-Sulfamoyl-4,5-dihydrothieno[2,3-c]pyridine). Yield: 26.4%. RXN SMILES: [S:1]([C:5]1[S:13][C:8]2[CH2:9][NH:10][CH2:11][CH2:12][C:7]=2[CH:6]=1)(=[O:4])(=[O:3])[NH2:2]>C(OCC)(=O)C.[O-2].[O-2].[Mn+4]>[S:1]([C:5]1[S:13][C:8]2[CH:9]=[N:10][CH2:11][CH2:12][C:7]=2[CH:6]=1)(=[O:3])(=[O:4])[NH2:2] |f:2.3.4|. Reported procedure: To a partial suspension of 2-sulfamoyl-4,5,6,7-tetrahydrothieno[2,3-c]pyridine (3.05 g, 14 mmol) in ethyl acetate (200 ml) was added activated manganese dioxide (3.0 g). This mixture was warmed to 80° C. Every two hours an additional 3.0 g of activated manganese dioxide was added until 12 g total had been added. This mixture was filtered hot and the collected manganese dioxide was re-extracted with hot ethyl acetate. The combined ethyl acetate extracts were evaporated to give 2.1 g of crude prod... Reactants: aqueous solution, C(CC(O)(C(=O)O)CC(=O)O)(=O)O (citric acid), N1CCOCC1 (morpholine), C([O-])([O-])=O.[Cs+].[Cs+] (Cesium carbonate), N1CCOCC1 (morpholine), C1(CCCCC1)P(C1=C(C=CC=C1)C1=C(C=C(C=C1C(C)C)C(C)C)C(C)C)C1CCCCC1 (2-dicyclohexylphosphino-2′,4′,6′-triisopropylbiphenyl), BrC1=CC(=C(C(=O)OC(C)(C)C)C=C1)NC(=O)C=1C=NC=C(C1)C1=CC=CC=C1 (tert-butyl 4-bromo-2-(5-phenylpyridine-3-carboxamido)benzoate), C([O-])([O-])=O.[Cs+].[Cs+] (cesium carbonate), N1CCOCC1 (morpholine), C1(CCCCC1)P(C1=C(C=CC=C1)C1=C(C=C(C=C1C(C)C)C(C)C)C(C)C)C1CCCCC1 (2-dicyclohexylphosphino-2′,4′,6′-triisopropylbiphenyl). Reagents/catalysts: C=1C=CC(=CC1)/C=C/C(=O)/C=C/C2=CC=CC=C2.C=1C=CC(=CC1)/C=C/C(=O)/C=C/C2=CC=CC=C2.C=1C=CC(=CC1)/C=C/C(=O)/C=C/C2=CC=CC=C2.[Pd].[Pd] (tris(dibenzylideneacetone)dipalladium(0)), C(C)(=O)[O-].[Pd+2].C(C)(=O)[O-] (palladium(II) acetate), C=1C=CC(=CC1)/C=C/C(=O)/C=C/C2=CC=CC=C2.C=1C=CC(=CC1)/C=C/C(=O)/C=C/C2=CC=CC=C2.C=1C=CC(=CC1)/C=C/C(=O)/C=C/C2=CC=CC=C2.[Pd].[Pd] (tris(dibenzylideneacetone)dipalladium(0)), C(C)(=O)[O-].[Pd+2].C(C)(=O)[O-] (palladium(II) acetate). The solvent is C(C)(=O)OCC (ethyl acetate), C1(=CC=CC=C1)C (toluene). Yields the product O1CCN(CC1)C1=CC(=C(C(=O)OC(C)(C)C)C=C1)NC(=O)C=1C=NC=C(C1)C1=CC=CC=C1 (tert-butyl 4-morpholino-2-(5-phenylpyridine-3-carboxamido)benzoate). As a reaction SMILES: C(=O)([O-])[O-].[Cs+].[Cs+].[NH:7]1[CH2:12][CH2:11][O:10][CH2:9][CH2:8]1.C1(P(C2CCCCC2)C2C=CC=CC=2C2C(C(C)C)=CC(C(C)C)=CC=2C(C)C)CCCCC1.Br[C:48]1[CH:60]=[CH:59][C:51]([C:52]([O:54][C:55]([CH3:58])([CH3:57])[CH3:56])=[O:53])=[C:50]([NH:61][C:62]([C:64]2[CH:65]=[N:66][CH:67]=[C:68]([C:70]3[CH:75]=[CH:74][CH:73]=[CH:72][CH:71]=3)[CH:69]=2)=[O:63])[CH:49]=1.C(O)(=O)CC(CC(O)=O)(C(O)=O)O>C1C=CC(/C=C/C(/C=C/C2C=CC=CC=2)=O)=CC=1.C1C=CC(/C=C/C(/C=C/C2C=CC=CC=2)=O)=CC=1.C1C=CC(/C=C/C(/C=C/C2C=CC=CC=2)=O)=CC=1.[Pd].[Pd].C([O-])(=O)C.[Pd+2].C([O-])(=O)C.C(OCC)(=O)C.C1(C)C=CC=CC=1>[O:10]1[CH2:11][CH2:12][N:7]([C:48]2[CH:60]=[CH:59][C:51]([C:52]([O:54][C:55]([CH3:57])([CH3:56])[CH3:58])=[O:53])=[C:50]([NH:61][C:62]([C:64]3[CH:65]=[N:66][CH:67]=[C:68]([C:70]4[CH:75]=[CH:74][CH:73]=[CH:72][CH:71]=4)[CH:69]=3)=[O:63])[CH:49]=2)[CH2:8][CH2:9]1 |f:0.1.2,7.8.9.10.11,12.13.14|. Procedure details: Cesium carbonate (0.14 g), morpholine (0.029 mL), 2-dicyclohexylphosphino-2′,4′,6′-triisopropylbiphenyl (5 mg), tris(dibenzylideneacetone)dipalladium(0) (2 mg), and palladium(II) acetate (1 mg) were added to a toluene (3.0 mL) solution of tert-butyl 4-bromo-2-(5-phenylpyridine-3-carboxamido)benzoate (0.10 g), followed by heating to reflux under a nitrogen atmosphere for 1 hour. The reaction mixture was cooled to room temperature, and then morpholine (0.029 mL) was added thereto, followed by heat...